Task: describe an organic reaction: reactants, conditions, products, and yield. Dataset: the Open Reaction Database (ORD), a public repository of structured organic reaction records The reactants are O=C([O-])[O-], Cn1c(C(F)(F)F)cc(=O)[nH]c1=O, CS(C)=O, N#Cc1cc(F)c(Cl)nc1Cl, [K+], [K+], O. The product is Cn1c(C(F)(F)F)cc(=O)n(-c2nc(Cl)c(C#N)cc2F)c1=O. RXN SMILES: [C:14](=[O:15])([O-:16])[O-:17].[CH3:1][n:2]1[c:3](=[O:13])[nH:4][c:5](=[O:12])[cH:6][c:7]1[C:8]([F:9])([F:10])[F:11].[CH3:31][S:32]([CH3:33])=[O:34].[Cl:20][c:21]1[n:22][c:23]([Cl:30])[c:24]([C:28]#[N:29])[cH:25][c:26]1[F:27].[K+:18].[K+:19].[OH2:35]>>[CH3:1][n:2]1[c:3](=[O:13])[n:4](-[c:21]2[n:22][c:23]([Cl:30])[c:24]([C:28]#[N:29])[cH:25][c:26]2[F:27])[c:5](=[O:12])[cH:6][c:7]1[C:8]([F:9])([F:10])[F:11]. The reactants are OC1=C(C=CC(=C1)O)C(=O)C1=CC=C(C=C1)O ((2,4-dihydroxy-phenyl)-(4-hydroxy-phenyl)-methanone), C([O-])([O-])=O.[K+].[K+] (potassium carbonate), C(C1=CC=CC=C1)Br (benzyl bromide). Solvent: CC(=O)C (acetone). Yields the product C(C1=CC=CC=C1)OC1=CC(=C(C=C1)C(=O)C1=CC=C(C=C1)OCC1=CC=CC=C1)O ((4-Benzyloxy-2-hydroxy-phenyl)-(4-benzyloxy-phenyl)-methanone). Yield: 119.9%. RXN SMILES: [OH:1][C:2]1[CH:7]=[C:6]([OH:8])[CH:5]=[CH:4][C:3]=1[C:9]([C:11]1[CH:16]=[CH:15][C:14]([OH:17])=[CH:13][CH:12]=1)=[O:10].C(=O)([O-])[O-].[K+].[K+].[CH2:24](Br)[C:25]1[CH:30]=[CH:29][CH:28]=[CH:27][CH:26]=1>CC(C)=O>[CH2:24]([O:8][C:6]1[CH:5]=[CH:4][C:3]([C:9]([C:11]2[CH:16]=[CH:15][C:14]([O:17][CH2:9][C:3]3[CH:4]=[CH:5][CH:6]=[CH:7][CH:2]=3)=[CH:13][CH:12]=2)=[O:10])=[C:2]([OH:1])[CH:7]=1)[C:25]1[CH:30]=[CH:29][CH:28]=[CH:27][CH:26]=1 |f:1.2.3|. Procedure: To a suspension of (2,4-dihydroxy-phenyl)-(4-hydroxy-phenyl)-methanone (9.2 g, 40 mmol) and oven dried potassium carbonate (11.6 g, 84 mmol) in acetone refluxing at 60° C., was added benzyl bromide (10 mL, 83 mmol) in two portions of 5 mL each, dropwise. The reaction was refluxed for 12 hours and solids were filtered and washed with 100 ml of CH7Cl2. The solvents combined and evaporated to give yellow product along with some tribenzylated side product, which was recrystallized from CH2Cl2:hexane...